This data is from the Open Reaction Database (ORD), a public repository of structured organic reaction records. The task is: describe an organic reaction: reactants, conditions, products, and yield Reactants: Cl.NC1=C(C(=O)C2=C(C=CC=C2)Cl)C=C(C=C1)Cl (2-amino-2',5-dichlorobenzophenone hydrochloride), CSC(=C[N+](=O)[O-])SC (1,1-bis(methylthio)-2-nitroethylene), O (water). Solvent: C(C)(=O)O (acetic acid). Product: ClC=1C=C2C(=C(C(=NC2=CC1)SC)[N+](=O)[O-])C1=C(C=CC=C1)Cl (6-Chloro-4-(2-chlorophenyl)-2-methylthio-3-nitroquinoline). Isolated yield 85.2%. As a reaction SMILES: Cl.[NH2:2][C:3]1[CH:17]=[CH:16][C:15]([Cl:18])=[CH:14][C:4]=1[C:5]([C:7]1[CH:12]=[CH:11][CH:10]=[CH:9][C:8]=1[Cl:13])=O.[CH3:19][S:20][C:21](SC)=[CH:22][N+:23]([O-:25])=[O:24].O>C(O)(=O)C>[Cl:18][C:15]1[CH:14]=[C:4]2[C:3](=[CH:17][CH:16]=1)[N:2]=[C:21]([S:20][CH3:19])[C:22]([N+:23]([O-:25])=[O:24])=[C:5]2[C:7]1[CH:12]=[CH:11][CH:10]=[CH:9][C:8]=1[Cl:13] |f:0.1|. Procedure: A solution of 2-amino-2',5-dichlorobenzophenone hydrochloride (1.6 g, 5.3 mmol) and 1,1-bis(methylthio)-2-nitroethylene (875 mg, 5.3 mmol) in 12 ml acetic acid was heated at 120° C. overnight. The reaction mixture was cooled to room temperature, 30 ml of water was added and the resulting mixture was extracted with 2×60 ml ethyl acetate. The ethyl acetate extracts were washed with 2×50 ml water, 2×50 ml saturated sodium bicarbonate solution and 50 ml brine, and then dried (anhydrous sodium sulfat... Starting materials: FC=1C=CC(=C(C1)C)[N+](=O)[O-] (5-fluoro-2-nitrotoluene), ice water, [H-].[Na+] (Sodium hydride), CN1C(=NN=C1C(C(F)(F)F)(F)F)S (4-methyl-5-pentafluoroethyl-4H-[1,2,4]triazol-3-thiol), [H][H] (hydrogen). Solvent: CN(C)C=O (DMF). Conditions: time 1 hour. Product: CN1C(=NN=C1C(C(F)(F)F)(F)F)SC1=CC(=C(C=C1)[N+](=O)[O-])C (4-methyl-3-(3-methyl-4-nitrophenyl sulfanyl)-5-pentafluoroethyl-4H-(1,2,4)-triazole). Yield: 49.7%. As a reaction SMILES: [H-].[Na+].[CH3:3][N:4]1[C:8]([C:9]([F:15])([F:14])[C:10]([F:13])([F:12])[F:11])=[N:7][N:6]=[C:5]1[SH:16].[H][H].F[C:20]1[CH:21]=[CH:22][C:23]([N+:27]([O-:29])=[O:28])=[C:24]([CH3:26])[CH:25]=1>CN(C=O)C>[CH3:3][N:4]1[C:8]([C:9]([F:14])([F:15])[C:10]([F:11])([F:12])[F:13])=[N:7][N:6]=[C:5]1[S:16][C:20]1[CH:21]=[CH:22][C:23]([N+:27]([O-:29])=[O:28])=[C:24]([CH3:26])[CH:25]=1 |f:0.1|. Procedure: Sodium hydride (0.10 g) was added to a DMF solution (12 ml) of 4-methyl-5-pentafluoroethyl-4H-[1,2,4]triazol-3-thiol (0.70 g), and the mixture was stirred at room temperature until the generation of hydrogen gas stopped. Continuously, 5-fluoro-2-nitrotoluene (0.47 g) was added thereto and the mixture was further stirred at room temperature for 1 hour. After cooling to room temperature, the reaction mixture was poured into ice water and extracted with ethyl acetate. The organic layer was washed w... The reactants are BrC1=CC2=C(C(=NS2)C(=O)O)C=C1F (6-Bromo-5-fluorobenzo[d]isothiazole-3-carboxylic acid), OS(=O)(=O)O (H2SO4), C(=O)([O-])[O-].[Na+].[Na+] (Na2CO3). Run in CO (methanol), O (water). Product: BrC1=CC2=C(C(=NS2)C(=O)OC)C=C1F (methyl 6-bromo-5-fluorobenzo[d]isothiazole-3-carboxylate). As a reaction SMILES: [Br:1][C:2]1[C:13]([F:14])=[CH:12][C:5]2[C:6]([C:9]([OH:11])=[O:10])=[N:7][S:8][C:4]=2[CH:3]=1.OS(O)(=O)=O.[C:20]([O-])([O-])=O.[Na+].[Na+]>CO.O>[Br:1][C:2]1[C:13]([F:14])=[CH:12][C:5]2[C:6]([C:9]([O:11][CH3:20])=[O:10])=[N:7][S:8][C:4]=2[CH:3]=1 |f:2.3.4|. Procedure details: 6-Bromo-5-fluorobenzo[d]isothiazole-3-carboxylic acid (I-25D) (57 mg, 0.21 mmol) was suspended in dry methanol (5 mL) and H2SO4 (0.2 mL) and refluxed for 3 hours. After this time the reaction was cooled to room temperature and diluted with water (3 mL) and neutralized with 5% aquesou Na2CO3 and extracted with ethyl acetate. The organic layer was washed with brine, dried over sodium sulfate and concentrated in vacuo to yield methyl 6-bromo-5-fluorobenzo[d]isothiazole-3-carboxylate (I-25E). MS 289... The product is O=C(Nc1ccc(C2(O)CN(C(=O)OCc3ccccc3)C2)c(F)c1)OCc1ccccc1. RXN SMILES: [C:12](=[O:13])([O:14][CH2:15][c:16]1[cH:17][cH:18][cH:19][cH:20][cH:21]1)[NH:22][c:23]1[cH:24][c:25]([F:47])[c:26]([C:29]2([OH:46])[CH2:30][N:31]([CH:33]([c:34]3[cH:35][cH:36][cH:37][cH:38][cH:39]3)[c:40]3[cH:41][cH:42][cH:43][cH:44][cH:45]3)[CH2:32]2)[cH:27][cH:28]1.[Cl:1][C:2](=[O:3])[O:4][CH2:5][c:6]1[cH:7][cH:8][cH:9][cH:10][cH:11]1.[cH:48]1[cH:49][cH:50][cH:51][cH:52][cH:53]1>>[C:2](=[O:3])([O:4][CH2:5][c:6]1[cH:7][cH:8][cH:9][cH:10][cH:11]1)[N:31]1[CH2:30][C:29]([c:26]2[c:25]([F:47])[cH:24][c:23]([NH:22][C:12](=[O:13])[O:14][CH2:15][c:16]3[cH:17][cH:18][cH:19][cH:20][cH:21]3)[cH:28][cH:27]2)([OH:46])[CH2:32]1. Starting materials: O=C(Nc1ccc(C2(O)CN(C(c3ccccc3)c3ccccc3)C2)c(F)c1)OCc1ccccc1, O=C(Cl)OCc1ccccc1, c1ccccc1. Reactants: C([O-])(O)=O.[Na+] (sodium bicarbonate), IC1=CC=C(C=C1)N1N=C(C(=C1)C=O)C1=CC=CC=C1 (1-(4-Iodophenyl)-3-phenyl-1H-pyrazole-4-carbaldehyde), COC1=C(CN)C=CC(=C1)OC (2,4-dimethoxybenzylamine), C(C)(=O)O[BH-](OC(C)=O)OC(C)=O.[Na+] (sodium triacetoxyborohydride), C(C)(=O)O (acetic acid). Solvent: ClC(C)Cl (dichloroethane). Run at time 1 hour. Product: COC1=C(C=CC(=C1)OC)CNCC=1C(=NN(C1)C1=CC=C(C=C1)I)C1=CC=CC=C1 (1-(2,4-Dimethoxyphenyl)-N-{[1-(4-iodophenyl)-3-phenyl-1H-pyrazol-4-yl]methyl}methanamine). Yield: 100.5%. As a reaction SMILES: [I:1][C:2]1[CH:7]=[CH:6][C:5]([N:8]2[CH:12]=[C:11]([CH:13]=O)[C:10]([C:15]3[CH:20]=[CH:19][CH:18]=[CH:17][CH:16]=3)=[N:9]2)=[CH:4][CH:3]=1.[CH3:21][O:22][C:23]1[CH:30]=[C:29]([O:31][CH3:32])[CH:28]=[CH:27][C:24]=1[CH2:25][NH2:26].C(O[BH-](OC(=O)C)OC(=O)C)(=O)C.[Na+].C(O)(=O)C.C(=O)(O)[O-].[Na+]>ClC(Cl)C>[CH3:21][O:22][C:23]1[CH:30]=[C:29]([O:31][CH3:32])[CH:28]=[CH:27][C:24]=1[CH2:25][NH:26][CH2:13][C:11]1[C:10]([C:15]2[CH:20]=[CH:19][CH:18]=[CH:17][CH:16]=2)=[N:9][N:8]([C:5]2[CH:6]=[CH:7][C:2]([I:1])=[CH:3][CH:4]=2)[CH:12]=1 |f:2.3,5.6|. Procedure: 1.34 g (3.581 mmol) of the product from Example 2A and 538 μl (3.581 mmol) of 2,4-dimethoxybenzylamine are dissolved in 40 ml of dichloroethane, and the mixture is stirred at room temperature for one hour. 1.52 g (7.162 mmol) of sodium triacetoxyborohydride and 820 μl (14.33 mmol) of glacial acetic acid are then added. The reaction mixture is stirred at room temperature for 15 hours. A saturated sodium bicarbonate solution is then added, and the product is extracted with dichloromethane. The org... Starting materials: [Al+3], CCOC(=O)CNC1CCCC(Oc2ccc3[nH]ncc3c2C)C1, [H-], [H-], [H-], [H-], [Li+], [Na+], C1CCOC1, [OH-], O. Reaction SMILES: [Al+3:31].[CH3:1][c:2]1[c:3]2[cH:4][n:5][nH:6][c:7]2[cH:8][cH:9][c:10]1[O:11][CH:12]1[CH2:13][CH:14]([NH:18][CH2:19][C:20](=[O:21])[O:22][CH2:23][CH3:24])[CH2:15][CH2:16][CH2:17]1.[H-:30].[H-:33].[H-:34].[H-:35].[Li+:32].[Na+:37].[O:25]1[CH2:26][CH2:27][CH2:28][CH2:29]1.[OH-:36].[OH2:38]>>[CH3:1][c:2]1[c:3]2[cH:4][n:5][nH:6][c:7]2[cH:8][cH:9][c:10]1[O:11][CH:12]1[CH2:13][CH:14]([NH:18][CH2:19][CH2:20][OH:21])[CH2:15][CH2:16][CH2:17]1. The product is Cc1c(OC2CCCC(NCCO)C2)ccc2[nH]ncc12. Starting materials: O=[N+]([O-])c1ccc(F)cc1, [Na+], O, OCCO, O=S([O-])c1cccc2cnccc12. The product is O=[N+]([O-])c1ccc(S(=O)(=O)c2cccc3cnccc23)cc1. RXN SMILES: [F:15][c:16]1[cH:17][cH:18][c:19]([N+:22](=[O:23])[O-:24])[cH:20][cH:21]1.[Na+:14].[OH2:29].[OH:25][CH2:26][CH2:27][OH:28].[cH:1]1[n:2][cH:3][cH:4][c:5]2[c:6]([S:11](=[O:12])[O-:13])[cH:7][cH:8][cH:9][c:10]12>>[cH:1]1[n:2][cH:3][cH:4][c:5]2[c:6]([S:11](=[O:12])(=[O:13])[c:16]3[cH:17][cH:18][c:19]([N+:22](=[O:23])[O-:24])[cH:20][cH:21]3)[cH:7][cH:8][cH:9][c:10]12. Starting materials: OC=1C=C2C=CC=NC2=CC1 (6-hydroxyquinoline), [H-].[Na+] (sodium hydride), C(C=C)Br (allyl bromide). Run in CN(C=O)C (N,N-dimethylformamide). Conditions: time 1 hour. The product is C(C=C)OC=1C=C2C=CC=NC2=CC1 (6-allyloxyquinoline). The yield is 89.2%. As a reaction SMILES: [H-].[Na+].[OH:3][C:4]1[CH:5]=[C:6]2[C:11](=[CH:12][CH:13]=1)[N:10]=[CH:9][CH:8]=[CH:7]2.[CH2:14](Br)[CH:15]=[CH2:16]>CN(C)C=O>[CH2:16]([O:3][C:4]1[CH:5]=[C:6]2[C:11](=[CH:12][CH:13]=1)[N:10]=[CH:9][CH:8]=[CH:7]2)[CH:15]=[CH2:14] |f:0.1|. Reported procedure: To a suspension of sodium hydride (60%, 0.33 g, 8.3 mmol) in anhydrous N,N-dimethylformamide (30 ml) was added 6-hydroxyquinoline (1.0 g, 6.9 mmol) at room temperature. The reaction mixture was stirred for 1 hour, then allyl bromide (0.72 ml, 8.3 mmol) was added. The reaction mixture was allowed to stir for 1 hour at room temperature, quenched with water and extracted with methylene chloride. The organic layer was washed with water, dried over anhydrous sodium sulfate and filtered. The solvent w...